The task is: describe an organic reaction: reactants, conditions, products, and yield. This data is from the Open Reaction Database (ORD), a public repository of structured organic reaction records. Starting materials: C[Si](C)(C)[N-][Si](C)(C)C.[Li+] (lithium bis(trimethylsilyl)amide), N1(CCOCC1)CCCC1=CC=C2C(=N1)COC2=O (2-(3-Morpholin-4-yl-propyl)-7H-furo[3,4-b]pyridin-5-one), FC=1C=C2CC(NC2=CC1)=O (5-fluoro-1,3-dihydro-indol-2-one), Cl (HCl). Run in C1CCOC1 (THF), C1CCOC1 (THF), C1CCOC1 (THF). Run at time 10 minute. The product is FC=1C=C2C(C(NC2=CC1)=O)=C1OCC2=NC(=CC=C21)CCCN2CCOCC2 (5-Fluoro-3-[2-(3-morpholin-4-yl-propyl)-7H-furo[3,4-b]pyridin-5-ylidene]-1,3-dihydro-indol-2-one). The yield is 33.1%. Reaction SMILES: [F:1][C:2]1[CH:3]=[C:4]2[C:8](=[CH:9][CH:10]=1)[NH:7][C:6](=[O:11])[CH2:5]2.C[Si]([N-][Si](C)(C)C)(C)C.[Li+].[N:22]1([CH2:28][CH2:29][CH2:30][C:31]2[N:36]=[C:35]3[CH2:37][O:38][C:39](=O)[C:34]3=[CH:33][CH:32]=2)[CH2:27][CH2:26][O:25][CH2:24][CH2:23]1.Cl>C1COCC1>[F:1][C:2]1[CH:3]=[C:4]2[C:8](=[CH:9][CH:10]=1)[NH:7][C:6](=[O:11])[C:5]2=[C:39]1[C:34]2[C:35](=[N:36][C:31]([CH2:30][CH2:29][CH2:28][N:22]3[CH2:23][CH2:24][O:25][CH2:26][CH2:27]3)=[CH:32][CH:33]=2)[CH2:37][O:38]1 |f:1.2|. Reported procedure: A solution of 5-fluoro-1,3-dihydro-indol-2-one (190 mg, 1.26 mmol.) in THF (1 mL) is placed under an argon atmosphere cooled in an ice bath. A solution of lithium bis(trimethylsilyl)amide (4 mL of a 1M in THF, 4 mmol) is added slowly at 0° C. and the resulting solution is stirred for 10 min. The ice-bath is then removed and a solution of 2-(3-Morpholin-4-yl-propyl)-7H-furo[3,4-b]pyridin-5-one (220 mg, 0.84 mmol) in THF (15 mL) is added dropwise to the reaction mixture. The resulting solution is ...